Task: describe an organic reaction: reactants, conditions, products, and yield. Dataset: the Open Reaction Database (ORD), a public repository of structured organic reaction records RXN SMILES: [CH3:1][O:2][C:3]1[CH:4]=[CH:5][CH:6]=[C:7]2[C:12]=1[C:10](=[O:11])[O:9][CH:8]2[C:13]1[CH:18]=[CH:17][CH:16]=[CH:15][CH:14]=1.[H][H]>C(O)C.[Pd]>[CH2:8]([C:7]1[CH:6]=[CH:5][CH:4]=[C:3]([O:2][CH3:1])[C:12]=1[C:10]([OH:11])=[O:9])[C:13]1[CH:14]=[CH:15][CH:16]=[CH:17][CH:18]=1. Solvent: C(C)O (ethanol). The reactants are COC=1C=CC=C2C(OC(=O)C12)C1=CC=CC=C1 (7-methoxy-3-phenylphthalide), [H][H] (hydrogen). Reagents/catalysts: [Pd] (palladium-on-charcoal). Reported procedure: The phthalide (30 g.) is dissolved in ethanol (500 ml.) by warming, 5% palladium-on-charcoal (3 g.) is added and the solution is hydrogenated until hydrogen uptake ceases. After removal of the catalyst by filtration, the ethanol is evaporated, and the residue is crystallised from chloroform-petroleum ether (b.p. 60°-80°C.) to give 2-benzyl-6-methoxy-benzoic acid m.p. 159°-161°C. Yields the product C(C1=CC=CC=C1)C1=C(C(=O)O)C(=CC=C1)OC (2-benzyl-6-methoxy-benzoic acid). The reactants are O=C(NCCCC=1C=CC=CC1C2=CC=C(C=C2)C)C(F)(F)F. The reagents and catalysts are O1B(OC(C)(C)C1(C)C)B2OC(C)(C)C(O2)(C)C, O=S(=O)([O-])CC=1C=NC(=CC1)C2=NC=C(C=C2)C.CCCC[N+](CCCC)(CCCC)CCCC, C[OH2+].C[OH2+].C1CC=CCCC=C1.C1CC=CCCC=C1.[Ir].[Ir]. Run in O1CCCC1. Run at temperature 50 celsius, time 20 hour. Product: O=C(NCCCC1=CC(=CC=C1C=2C=CC(=CC2)C)B3OC(C)(C)C(O3)(C)C)C(F)(F)F, O=C(NCCCC1=CC=C(C=C1C=2C=CC(=CC2)C)B3OC(C)(C)C(O3)(C)C)C(F)(F)F. The yield is 9.0%. Procedure details: Following general procedure F using 2,2,2‐trifluoro‐N‐(3‐(4'‐methyl‐[1,1'‐biphenyl]‐2‐ yl)propyl)acetamide (80.3 mg, 0.25 mmol), B2pin2 (127 mg, 0.50 mmol), [Ir(COD)OMe]2 (2.5 mg, 0.00375 mmol) and 1a (3.8 mg, 0.0075 mmol) in THF (1.25 mL). The reaction was stirred at 50 °C for 20 hours before cooling and the solvents removed. Analysis of crude 1 H NMR using internal standard 1,2‐dimethoxyethane showed 10.4:1 meta:para borylation in 99% yield. The crude product was purified by silica gel chromat... Yields the product COC(OC)C1CC(O[Si](C)(C)C(C)(C)C)CC(O)O1. The reactants are COC(OC)C1CC(O[Si](C)(C)C(C)(C)C)CC(=O)O1, ClCCl, O. Reaction SMILES: [C:1]([CH3:2])([CH3:3])([CH3:4])[Si:5]([O:6][CH:7]1[CH2:8][C:9](=[O:18])[O:10][CH:11]([CH:13]([O:14][CH3:15])[O:16][CH3:17])[CH2:12]1)([CH3:19])[CH3:20].[Cl:21][CH2:22][Cl:23].[OH2:24]>>[C:1]([CH3:2])([CH3:3])([CH3:4])[Si:5]([O:6][CH:7]1[CH2:8][CH:9]([OH:18])[O:10][CH:11]([CH:13]([O:14][CH3:15])[O:16][CH3:17])[CH2:12]1)([CH3:19])[CH3:20]. Starting materials: CCO, Nc1ccccc1, O, c1ccc(OP(Oc2ccccc2)Oc2ccccc2)cc1. Yields the product CCNc1ccccc1. RXN SMILES: [CH2:8]([CH3:9])[OH:10].[NH2:1][c:2]1[cH:3][cH:4][cH:5][cH:6][cH:7]1.[OH2:33].[P:11]([O:12][c:13]1[cH:14][cH:15][cH:16][cH:17][cH:18]1)([O:19][c:20]1[cH:21][cH:22][cH:23][cH:24][cH:25]1)[O:26][c:27]1[cH:28][cH:29][cH:30][cH:31][cH:32]1>>[NH:1]([c:2]1[cH:3][cH:4][cH:5][cH:6][cH:7]1)[CH2:8][CH3:9]. The reactants are ClC1=CC=C(C=N1)CNCCNC(=N[N+](=O)[O-])N (1-{2-(6-chloro-3-pyridylmethylamino)ethyl}-2-nitroguanidine), aqueous solution, C=O (formalin), Cl (hydrochloric acid). The solvent is O (water). The product is ClC1=CC=C(C=N1)CN1CN(CC1)C(=N[N+](=O)[O-])N (1-(6-chloro-3-pyridylmethyl)-3-{1-(nitroimino)-aminomethyl}-imidazolidine). Reaction SMILES: [Cl:1][C:2]1[N:7]=[CH:6][C:5]([CH2:8][NH:9][CH2:10][CH2:11][NH:12][C:13]([NH2:18])=[N:14][N+:15]([O-:17])=[O:16])=[CH:4][CH:3]=1.[CH2:19]=O.Cl>O>[Cl:1][C:2]1[N:7]=[CH:6][C:5]([CH2:8][N:9]2[CH2:10][CH2:11][N:12]([C:13]([NH2:18])=[N:14][N+:15]([O-:17])=[O:16])[CH2:19]2)=[CH:4][CH:3]=1. Procedure: A mixture consisting of 1-{2-(6-chloro-3-pyridylmethylamino)ethyl}-2-nitroguanidine (1 g), a 37% aqueous solution of formalin (0.35 g), catalytic amount of hydrochloric acid, and water (20 ml) was stirred at 50° C. for one hour. After cooling, the solvent was removed from the reaction mixture under reduced pressure, leaving crystals that were then washed with chloroform to obtain the 1-(6-chloro-3-pyridylmethyl)-3-{1-(nitroimino)-aminomethyl}-imidazolidine. mp 170°-174° C. The reactants are C(CCCC)C1=C(OC2=C1C=CC=C2)C=2C=C1C(=CC(=NC1=CC2)C(F)(F)F)O (6-(3-Pentyl-1-benzofuran-2-yl)-4-hydroxy-2-(trifluoromethyl) quinoline), BrCC#N (bromoacetonitrile). Product: C(CCCC)C1=C(OC2=C1C=CC=C2)C=2C=C1C(=CC(=NC1=CC2)C(F)(F)F)OCC#N ({[6-(3-Pentyl-1-benzofuran-2-yl)-2-(trifluoromethyl)quinolin-4-yl]oxy}acetonitrile). RXN SMILES: [CH2:1]([C:6]1[C:10]2[CH:11]=[CH:12][CH:13]=[CH:14][C:9]=2[O:8][C:7]=1[C:15]1[CH:16]=[C:17]2[C:22](=[CH:23][CH:24]=1)[N:21]=[C:20]([C:25]([F:28])([F:27])[F:26])[CH:19]=[C:18]2[OH:29])[CH2:2][CH2:3][CH2:4][CH3:5].Br[CH2:31][C:32]#[N:33]>>[CH2:1]([C:6]1[C:10]2[CH:11]=[CH:12][CH:13]=[CH:14][C:9]=2[O:8][C:7]=1[C:15]1[CH:16]=[C:17]2[C:22](=[CH:23][CH:24]=1)[N:21]=[C:20]([C:25]([F:28])([F:26])[F:27])[CH:19]=[C:18]2[O:29][CH2:31][C:32]#[N:33])[CH2:2][CH2:3][CH2:4][CH3:5]. Procedure details: To a stirred solution of 6-(3-pentyl-1-benzofuran-2-yl)-4-methoxy-2-(trifluoromethyl) quinoline (0.258 g, 0.624 mmol) in CH2Cl2 (10 mL) cooled to −78° C. was added BBr3 (1.68 mL, 1.0 M in CH2Cl2, 1.68 mmol) dropwise. The reaction was stirred at this temperature for 0.5 hour and then warmed to room temperature for 18 hours. The reaction mixture was then heated at reflux for 4 hours. At this point, BCl3 (1.68 mL, 1.0 M in CH2Cl2, 1.68 mmol) and Bu4N+I− (1.24 g, 3.37 mmol) were added and the mixtur...